This data is from the Open Reaction Database (ORD), a public repository of structured organic reaction records. The task is: describe an organic reaction: reactants, conditions, products, and yield Starting materials: [Mg] (magnesium), BrC=1C=C(C=CC1)C1(OCCO1)C (2-(3-bromophenyl)-2-methyl-1,3-dioxolane), C[Si](C)(C)Cl (trimethylsilyl chloride), II (iodine), [NH4+].[Cl-] (NH4Cl). Solvent: C1CCOC1 (THF), C1CCOC1 (THF). Conditions: temperature 65 celsius, time 8 hour. Yields the product C[Si](C=1C=C(C=CC1)C1(OCCO1)C)(C)C (2-[3-(trimethylsilyl)phenyl]-2-methyl-1,3-dioxolane). As a reaction SMILES: [Mg].II.Br[C:5]1[CH:6]=[C:7]([C:11]2([CH3:16])[O:15][CH2:14][CH2:13][O:12]2)[CH:8]=[CH:9][CH:10]=1.[CH3:17][Si:18](Cl)([CH3:20])[CH3:19].[NH4+].[Cl-]>C1COCC1>[CH3:17][Si:18]([CH3:20])([CH3:19])[C:5]1[CH:6]=[C:7]([C:11]2([CH3:16])[O:15][CH2:14][CH2:13][O:12]2)[CH:8]=[CH:9][CH:10]=1 |f:4.5|. Procedure details: A three-neck flask was charged with magnesium pieces (2.0 g) and tetrahydrofuiran (12 mL) under a nitrogen atmosphere. A small quantity of iodine was added and the mixture turned yellow. To this yellow mixture was added dropwise a solution of the title compound of Step A (20.0 g) in 30 mL of THF. The reaction mixture was warmed to 65° C. during the addition and then was heated at reflux for 1.5 h after the addition was complete. After cooling the reaction to 60° C., a solution of trimethylsilyl ... Starting materials: OC1=CC=CC=2C(C=C(OC21)C(=O)OCC)=O (ethyl 8-hydroxy-4-oxo-4H-1-benzopyran-2-carboxylate), C(CC)C1=C(C=CC=C1)OCCCCCCCBr (7-bromoheptyl 2-n-propylphenyl ether), [I-].[K+] (potassium iodide). The solvent is CC(=O)C (acetone). Yields the product O=C1C=C(OC2=C1C=CC=C2OCCCCCCCOC2=C(C=CC=C2)CCC)C(=O)OCC (ethyl 4-oxo-8-[7-(2-n-propylphenoxy)heptyloxy]-4H-1-benzopyran-2-carboxylate). As a reaction SMILES: [OH:1][C:2]1[C:11]2[O:10][C:9]([C:12]([O:14][CH2:15][CH3:16])=[O:13])=[CH:8][C:7](=[O:17])[C:6]=2[CH:5]=[CH:4][CH:3]=1.[CH2:18]([C:21]1[CH:26]=[CH:25][CH:24]=[CH:23][C:22]=1[O:27][CH2:28][CH2:29][CH2:30][CH2:31][CH2:32][CH2:33][CH2:34]Br)[CH2:19][CH3:20].[I-].[K+]>CC(C)=O>[O:17]=[C:7]1[C:6]2[CH:5]=[CH:4][CH:3]=[C:2]([O:1][CH2:34][CH2:33][CH2:32][CH2:31][CH2:30][CH2:29][CH2:28][O:27][C:22]3[CH:23]=[CH:24][CH:25]=[CH:26][C:21]=3[CH2:18][CH2:19][CH3:20])[C:11]=2[O:10][C:9]([C:12]([O:14][CH2:15][CH3:16])=[O:13])=[CH:8]1 |f:2.3|. Procedure details: A mixture of 4.84 parts of ethyl 8-hydroxy-4-oxo-4H-1-benzopyran-2-carboxylate, 12.5 parts of 7-bromoheptyl 2-n-propylphenyl ether, 1 part of potassium iodide and 50 parts of anhydrous acetone was refluxed for 76 hours. After filtration the organic layer was concentrated and chromatographed over silica gel. Elution with benzene/chloroform (1:1) furnished 8.9 parts of ethyl 4-oxo-8-[7-(2-n-propylphenoxy)heptyloxy]-4H-1-benzopyran-2-carboxylate as a gum. The reactants are O=C([O-])[O-], CN(C)C=O, COC(=O)C(C)Cl, Cc1c(Cc2ccc(Cl)cc2Cl)c(=O)[nH]c2c(F)ccc(O)c12, [K+], [K+], O. Yields the product COC(=O)C(C)Oc1ccc(F)c2[nH]c(=O)c(Cc3ccc(Cl)cc3Cl)c(C)c12. As a reaction SMILES: [C:29](=[O:30])([O-:31])[O-:32].[CH3:24][N:25]([CH3:26])[CH:27]=[O:28].[CH3:35][O:36][C:37]([CH:38]([CH3:39])[Cl:40])=[O:41].[Cl:1][c:2]1[c:3]([CH2:4][c:5]2[c:6](=[O:18])[nH:7][c:8]3[c:9]([F:17])[cH:10][cH:11][c:12]([OH:16])[c:13]3[c:14]2[CH3:15])[cH:19][cH:20][c:21]([Cl:23])[cH:22]1.[K+:33].[K+:34].[OH2:42]>>[Cl:1][c:2]1[c:3]([CH2:4][c:5]2[c:6](=[O:18])[nH:7][c:8]3[c:9]([F:17])[cH:10][cH:11][c:12]([O:16][CH:38]([C:37]([O:36][CH3:35])=[O:41])[CH3:39])[c:13]3[c:14]2[CH3:15])[cH:19][cH:20][c:21]([Cl:23])[cH:22]1. Reactants: CCc1cccc2c3c([nH]c12)C(CC)(CC(=O)OC)OCC3NC=O, CO, C. Product: CCc1cccc2c3c([nH]c12)C(CC)(CC(=O)OC)OCC3N. RXN SMILES: [CH3:1][O:2][C:3]([CH2:4][C:5]1([CH2:23][CH3:24])[O:6][CH2:7][CH:8]([NH:20][CH:21]=[O:22])[c:9]2[c:10]1[nH:11][c:12]1[c:13]([CH2:18][CH3:19])[cH:14][cH:15][cH:16][c:17]21)=[O:25].[CH3:27][OH:28].[CH4:26]>>[CH3:1][O:2][C:3]([CH2:4][C:5]1([CH2:23][CH3:24])[O:6][CH2:7][CH:8]([NH2:20])[c:9]2[c:10]1[nH:11][c:12]1[c:13]([CH2:18][CH3:19])[cH:14][cH:15][cH:16][c:17]21)=[O:25]. Reactants: [BH3-]C#N.[Na+] (NaBH3CN), C(C1=CC=CC=C1)OC[C@@H](C(C)=O)NC(=O)OC(C)(C)C ((3S)-4-benzyloxy-3-tert-butoxycarbonylamino-2-butanone), NCCO (2-aminoethanol), CC(=O)O (AcOH). Solvent: CO (MeOH), CO (MeOH). Reaction conditions: time 8 hour. The product is C(C1=CC=CC=C1)OC[C@@H](C(C)NCCO)NC(=O)OC(C)(C)C ((2R, 3RS)-O-benzyl-2-tert-butoxycarbonylamino-3-(2-hydroxyethylamino)butanol). The yield is 82.6%. RXN SMILES: [CH2:1]([O:8][CH2:9][C@H:10]([NH:14][C:15]([O:17][C:18]([CH3:21])([CH3:20])[CH3:19])=[O:16])[C:11](=O)[CH3:12])[C:2]1[CH:7]=[CH:6][CH:5]=[CH:4][CH:3]=1.[NH2:22][CH2:23][CH2:24][OH:25].CC(O)=O.[BH3-]C#N.[Na+]>CO>[CH2:1]([O:8][CH2:9][C@H:10]([NH:14][C:15]([O:17][C:18]([CH3:21])([CH3:20])[CH3:19])=[O:16])[CH:11]([NH:22][CH2:23][CH2:24][OH:25])[CH3:12])[C:2]1[CH:7]=[CH:6][CH:5]=[CH:4][CH:3]=1 |f:3.4|. Reported procedure: A solution of (3S)-4-benzyloxy-3-tert-butoxycarbonylamino-2-butanone (4.3 g) in dry MeOH (20 ml) was added to a solution of 2-aminoethanol (2.0 g) and AcOH (1.8 g) in dry MeOH (20 ml). NaBH3CN (1.4 g) was added and the mixture was stirred at ambient temperature overnight. The mixture was concentrated in vacuo and the residue was partitioned between AcOEt and aqueous NaHCO3 solution. The organic layer was washed with saturated aqueous NaHCO3 solution and saturated aqueous NaCl solution. The organ... The reactants are BrC=1C=CC(=C(C1)C(\C=C\C1=CC=NC=C1)=O)O ((E)-1-(5-bromo-2-hydroxyphenyl)-3-(pyridin-4-yl)prop-2-en-1-one), [OH-].[Na+] (NaOH). Solvent: CCO (EtOH), O (H2O), CCOC(=O)C (EtOAc). Run at time 8 hour. Product: BrC=1C=C2C(CC(OC2=CC1)C1=CC=NC=C1)=O (6-bromo-2-(pyridin-4-yl)chroman-4-one). The yield is 51.9%. As a reaction SMILES: [Br:1][C:2]1[CH:3]=[CH:4][C:5]([OH:18])=[C:6]([C:8](=[O:17])/[CH:9]=[CH:10]/[C:11]2[CH:16]=[CH:15][N:14]=[CH:13][CH:12]=2)[CH:7]=1.[OH-].[Na+]>CCO.O.CCOC(C)=O>[Br:1][C:2]1[CH:7]=[C:6]2[C:5](=[CH:4][CH:3]=1)[O:18][CH:10]([C:11]1[CH:12]=[CH:13][N:14]=[CH:15][CH:16]=1)[CH2:9][C:8]2=[O:17] |f:1.2|. Procedure: To a solution of (E)-1-(5-bromo-2-hydroxyphenyl)-3-(pyridin-4-yl)prop-2-en-1-one (20 g, 63.3 mmol) in EtOH (160 mL) and H2O (480 mL) was added NaOH (2.53 g, 63.3 mmol). The reaction mixture was stirred overnight. The mixture was filtered to give a solid residue. The solid residue was dissolved in EtOAc. The resulting solution was dried over Na2SO4 and concentrated in vacuo to give 6-bromo-2-(pyridin-4-yl)chroman-4-one (10 g, 50%). 1H-NMR (CDCl3): 3.00 (t, 2H), 5.51 (dd, 1H), 7.02 (d, 1H), 7.39 (... The reactants are [Ca+2], [Cl-], [Cl-], Cl, OC1Cc2cc(C(F)(F)F)ccc2Sc2ccccc21, c1ccccc1. Product: FC(F)(F)c1ccc2c(c1)CC(Cl)c1ccccc1S2. As a reaction SMILES: [Ca+2:23].[Cl-:21].[Cl-:22].[ClH:24].[F:1][C:2]([c:3]1[cH:4][c:5]2[c:6]([cH:17][cH:18]1)[S:7][c:8]1[c:9]([cH:13][cH:14][cH:15][cH:16]1)[CH:10]([OH:12])[CH2:11]2)([F:19])[F:20].[cH:25]1[cH:26][cH:27][cH:28][cH:29][cH:30]1>>[F:1][C:2]([c:3]1[cH:4][c:5]2[c:6]([cH:17][cH:18]1)[S:7][c:8]1[c:9]([cH:13][cH:14][cH:15][cH:16]1)[CH:10]([Cl:21])[CH2:11]2)([F:19])[F:20].